From a dataset of the Open Reaction Database (ORD), a public repository of structured organic reaction records. describe an organic reaction: reactants, conditions, products, and yield The reactants are CI (methyl iodide), [H-].[Na+] (sodium hydride), BrC1=C(N=C2N1C=CC=C2OCC2=C(C(=CC=C2Cl)N(C)C(CO)=O)Cl)C (3-bromo-8-[2,6-dichloro-3-(N-glycoloyl-N-methylamino)benzyloxy]-2-methylimidazo[1,2-a]pyridine), CI (methyl iodide), O (water). Solvent: CN(C=O)C (N,N-dimethylformamide), CN(C=O)C (N,N-dimethylformamide). Conditions: time 10 minute. Product: BrC1=C(N=C2N1C=CC=C2OCC2=C(C(=CC=C2Cl)N(C)C(COC)=O)Cl)C (3-bromo-8-[3-(N-methoxyacetyl-N-methylamino)-2,6-dichlorobenzyloxy]-2-methylimidazo[1,2-a]pyridine). Isolated yield 19.4%. RXN SMILES: [H-].[Na+].[Br:3][C:4]1[N:8]2[CH:9]=[CH:10][CH:11]=[C:12]([O:13][CH2:14][C:15]3[C:20]([Cl:21])=[CH:19][CH:18]=[C:17]([N:22]([C:24](=[O:27])[CH2:25][OH:26])[CH3:23])[C:16]=3[Cl:28])[C:7]2=[N:6][C:5]=1[CH3:29].[CH3:30]I.O>CN(C)C=O>[Br:3][C:4]1[N:8]2[CH:9]=[CH:10][CH:11]=[C:12]([O:13][CH2:14][C:15]3[C:20]([Cl:21])=[CH:19][CH:18]=[C:17]([N:22]([C:24](=[O:27])[CH2:25][O:26][CH3:30])[CH3:23])[C:16]=3[Cl:28])[C:7]2=[N:6][C:5]=1[CH3:29] |f:0.1|. Procedure details: To a suspension of sodium hydride (60% in oil, 9 mg) in N,N-dimethylformamide (1 ml) was added 3-bromo-8-[2,6-dichloro-3-(N-glycoloyl-N-methylamino)benzyloxy]-2-methylimidazo[1,2-a]pyridine (100 mg). After stirring for 10 minutes, methyl iodide (36 mg) was added thereto and the mixture was stirred at ambient temperature for 1 hour. To this mixture were added methyl iodide (36 mg) and N,N-dimethylformamide (1 ml). The mixture was stirred at 60° C. for additional 2 hours. The reaction mixture was ... The reactants are FC1=C(C=O)C=C(C=C1)OC (2-fluoro-5-methoxybenzaldehyde), C1CC2=CC=CC=C2CC3=CC=CC=C31 (dibenzosuberane). The product is FC1=C(C=C2C3=C(CCC4=C2C=CC=C4)C=CC=C3)C=C(C=C1)OC (5-(2-Fluoro-5-methoxy-benzylidene)-10,11-dihydro-5H-dibenzo[a,d]cycloheptene). Isolated yield 6.4%. Reaction SMILES: [F:1][C:2]1[CH:9]=[CH:8][C:7]([O:10][CH3:11])=[CH:6][C:3]=1[CH:4]=O.[CH2:12]1[C:26]2[C:21](=[CH:22][CH:23]=[CH:24][CH:25]=2)[CH2:20][C:19]2[C:14](=[CH:15][CH:16]=[CH:17][CH:18]=2)[CH2:13]1>>[F:1][C:2]1[CH:9]=[CH:8][C:7]([O:10][CH3:11])=[CH:6][C:3]=1[CH:4]=[C:20]1[C:19]2[CH:18]=[CH:17][CH:16]=[CH:15][C:14]=2[CH2:13][CH2:12][C:26]2[CH:25]=[CH:24][CH:23]=[CH:22][C:21]1=2. Procedure: Following procedures essentially as described in Example 28 and using 2-fluoro-5-methoxybenzaldehyde (1.59 g, 10.3 mmol) and dibenzosuberane (1.94 g, 10 mmol), provides 210 mg of title compound as white crystals. mp 110.7° C. (hexane). HPLC shows 99% purity. Starting materials: O=C([O-])[O-], C1CCNCC1, CCOC(=O)C=CCBr, CC#N, [K+], [K+]. The product is CCOC(=O)C=CCN1CCCCC1. RXN SMILES: [C:16](=[O:17])([O-:18])[O-:19].[CH2:10]1[CH2:11][CH2:12][NH:13][CH2:14][CH2:15]1.[CH2:1]([CH3:2])[O:3][C:4]([CH:5]=[CH:6][CH2:7][Br:8])=[O:9].[CH3:22][C:23]#[N:24].[K+:20].[K+:21]>>[CH2:1]([CH3:2])[O:3][C:4]([CH:5]=[CH:6][CH2:7][N:13]1[CH2:12][CH2:11][CH2:10][CH2:15][CH2:14]1)=[O:9]. Starting materials: N1=CC=CC=C1 (Pyridine), ClC(=O)OC(C)Cl (1-chloroethyl chloroformate), C(C(=C)C)(=O)OCCO (2-hydroxyethyl methacrylate). Run in ClCCl (dichloromethane), ClCCl (dichloromethane). Run at time 15 minute. The product is C(OC(C)Cl)(OCCOC(C(=C)C)=O)=O (1-Chloroethyl 2-Methacryloyloxyethyl Carbonate). Yield: 74.4%. Reaction SMILES: N1C=CC=CC=1.Cl[C:8]([O:10][CH:11]([Cl:13])[CH3:12])=[O:9].[C:14]([O:19][CH2:20][CH2:21][OH:22])(=[O:18])[C:15]([CH3:17])=[CH2:16]>ClCCl>[C:8](=[O:9])([O:22][CH2:21][CH2:20][O:19][C:14](=[O:18])[C:15]([CH3:17])=[CH2:16])[O:10][CH:11]([Cl:13])[CH3:12]. Procedure: Pyridine (0.89 ml, 11.00 mmol) is added dropwise to a solution of 1-chloroethyl chloroformate (1.20 ml, 11.00 mmol) and 2-hydroxyethyl methacrylate (1.22 ml, 10.00 mmol) in dichloromethane (12 ml) at 3° C. under a dry N2 atmosphere. After 15 min. at 3° C. and 17 hours at 20° C. the reaction mixture is transferred to a separating funnel with the aid of dichloromethane (10 ml). The reaction mixture is washed with hydrochloric acid (1.00M, 10 ml), saturated aqueous sodium hydrogen carbonate (10 ml)... Starting materials: C([O-])(O)=O.[Na+] (sodium bicarbonate), N1=CC=CC=C1 (Pyridine), C(OC1=CC=CC=C1)(=O)Cl (phenyl chlorocarbonate), C1(=CC=CC=C1)N1CCC(CC1)N (1-phenyl-4-piperidylamine). Solvent: O1CCCC1 (tetrahydrofuran). Reaction conditions: time 12 hour. The product is C1(=CC=CC=C1)N1CCC(CC1)NC(OC1=CC=CC=C1)=O (phenyl N-(1-phenyl-4-piperidyl)carbamate). Reaction SMILES: N1C=CC=CC=1.[C:7](Cl)(=[O:15])[O:8][C:9]1[CH:14]=[CH:13][CH:12]=[CH:11][CH:10]=1.[C:17]1([N:23]2[CH2:28][CH2:27][CH:26]([NH2:29])[CH2:25][CH2:24]2)[CH:22]=[CH:21][CH:20]=[CH:19][CH:18]=1.C(=O)(O)[O-].[Na+]>O1CCCC1>[C:17]1([N:23]2[CH2:24][CH2:25][CH:26]([NH:29][C:7](=[O:15])[O:8][C:9]3[CH:14]=[CH:13][CH:12]=[CH:11][CH:10]=3)[CH2:27][CH2:28]2)[CH:22]=[CH:21][CH:20]=[CH:19][CH:18]=1 |f:3.4|. Reported procedure: Pyridine (24 μL) and phenyl chlorocarbonate (32 μL) were added to a solution of 1-phenyl-4-piperidylamine (35 mg) in tetrahydrofuran (1 mL), and the mixture was stirred at room temperature for 12 hours. The reaction mixture was poured into saturated aqueous sodium bicarbonate, and extracted with ethyl acetate. The organic layer was dried over anhydrous magnesium sulfate and concentrated. The residue was purified by column chromatography on silica gel (ethyl acetate/chloroform=1/1) to give the ti... RXN SMILES: [Br:1][C:2]1[CH:3]=[C:4]2[C:12](=[CH:13][CH:14]=1)[NH:11][C:10]1[CH:9]([NH2:15])[CH2:8][CH2:7][CH2:6][C:5]2=1.[F:16][C:17]1[CH:25]=[CH:24][CH:23]=[CH:22][C:18]=1[C:19](Cl)=[O:20]>>[Br:1][C:2]1[CH:3]=[C:4]2[C:12](=[CH:13][CH:14]=1)[NH:11][C:10]1[CH:9]([NH:15][C:19](=[O:20])[C:18]3[CH:22]=[CH:23][CH:24]=[CH:25][C:17]=3[F:16])[CH2:8][CH2:7][CH2:6][C:5]2=1. Procedure details: N-(6-Bromo-2,3,4,9-tetrahydro-1H-carbazol-1-yl)-2-fluorobenzamide was prepared from 6-bromo-2,3,4,9-tetrahydro-1H-carbazol-1-amine and 2-fluorobenzoyl chloride in a similar manner as described above to give a yellow solid (57% yield). 1H-NMR (CDCl3): δ 8.91 (s, 1H), 8.15 (m, 1H), 7.62 (m, 1H), 7.50 (m, 1H), 7.30 (m, 1H), 7.23 (dd, 1H), 7.18 (d, 1H), 7.12 (m, 2H), 5.35 (m, 1H), 2.72 (m, 2H), 2.31 (m, 1H), 1.98 (m, 3H); MS m/z 387 (M−1). Yield: 57.0%. Starting materials: BrC=1C=C2C=3CCCC(C3NC2=CC1)N (6-bromo-2,3,4,9-tetrahydro-1H-carbazol-1-amine), FC1=C(C(=O)Cl)C=CC=C1 (2-fluorobenzoyl chloride). The product is BrC=1C=C2C=3CCCC(C3NC2=CC1)NC(C1=C(C=CC=C1)F)=O (N-(6-Bromo-2,3,4,9-tetrahydro-1H-carbazol-1-yl)-2-fluorobenzamide), solid. Isolated yield 72.8%. Yields the product C(C1=CC=CC=C1)N1C=C(C2=CC=CC=C12)C(=O)N(C)CC1=CC=C(C=C1)C1=CC(=C(C=C1)OCC1=NN=NN1)Br (1-Benzyl-N-{[3′-bromo-4′-(1H-tetraazol-5-ylmethoxy)-1,1′-biphenyl-4-yl]methyl}-N-methyl-1H-indole-3-carboxamide). Solvent: CN(C)C=O (DMF), O (water). Conditions: temperature 100 celsius, time 6 hour. Starting materials: [N-]=[N+]=[N-].[Na+] (sodium azide), [Cl-].[NH4+] (ammonium chloride), C(C1=CC=CC=C1)N1C=C(C2=CC=CC=C12)C(=O)N(C)CC1=CC=C(C=C1)C1=CC(=C(C=C1)OCC#N)Br (1-benzyl-N-{[3′-bromo-4′-(cyanomethoxy)-1,1′-biphenyl-4-yl]methyl}-N-methyl-1H-indole-3-carboxamide), [OH-].[Na+] (NaOH). Procedure: A mixture of 1-benzyl-N-{[3′-bromo-4′-(cyanomethoxy)-1,1′-biphenyl-4-yl]methyl}-N-methyl-1H-indole-3-carboxamide (1.56 g, 2.76 mmol), prepared in the previous step, sodium azide (542 mg, 8.34 mmol) and ammonium chloride (446 mg, 8.33 mmol) in 30 mL of DMF was stirred under nitrogen at 100° C. for 6 h. After cooling to room temperature the reaction was diluted with 50 mL of water, made basic by the addition of 10 mL of 1 N NaOH and extracted five times with ethyl acetate. The aqueous layer was fi... RXN SMILES: [CH2:1]([N:8]1[C:16]2[C:11](=[CH:12][CH:13]=[CH:14][CH:15]=2)[C:10]([C:17]([N:19]([CH2:21][C:22]2[CH:27]=[CH:26][C:25]([C:28]3[CH:33]=[CH:32][C:31]([O:34][CH2:35][C:36]#[N:37])=[C:30]([Br:38])[CH:29]=3)=[CH:24][CH:23]=2)[CH3:20])=[O:18])=[CH:9]1)[C:2]1[CH:7]=[CH:6][CH:5]=[CH:4][CH:3]=1.[N-:39]=[N+:40]=[N-:41].[Na+].[Cl-].[NH4+].[OH-].[Na+]>CN(C=O)C.O>[CH2:1]([N:8]1[C:16]2[C:11](=[CH:12][CH:13]=[CH:14][CH:15]=2)[C:10]([C:17]([N:19]([CH2:21][C:22]2[CH:27]=[CH:26][C:25]([C:28]3[CH:33]=[CH:32][C:31]([O:34][CH2:35][C:36]4[NH:41][N:40]=[N:39][N:37]=4)=[C:30]([Br:38])[CH:29]=3)=[CH:24][CH:23]=2)[CH3:20])=[O:18])=[CH:9]1)[C:2]1[CH:3]=[CH:4][CH:5]=[CH:6][CH:7]=1 |f:1.2,3.4,5.6|.